Dataset: the Open Reaction Database (ORD), a public repository of structured organic reaction records. Task: describe an organic reaction: reactants, conditions, products, and yield Reactants: FC=1C=CC(=C(N)C1)C (5-fluoro-2-methylaniline), C(C)(=O)O[BH-](OC(C)=O)OC(C)=O.[Na+] (sodium triacetoxyborohydride), C(C)(C)(C)OC(NC(C=O)(C)C)=O ((1,1-dimethyl-2-oxoethyl)carbamic acid t-butyl ester), C(C)(=O)O (acetic acid), Example 3, C([O-])(O)=O.[Na+] (sodium bicarbonate). Run in C(Cl)Cl (methylene chloride). Conditions: time 16 hour. Product: C(C)(C)(C)OC(NC(CNC1=C(C=CC(=C1)F)C)(C)C)=O ([1,1-Dimethyl-2-(5-fluoro-2-methylphenylamino)ethyl]carbamic acid t-butyl ester). Isolated yield 70.7%. Reaction SMILES: C(O[BH-](OC(=O)C)OC(=O)C)(=O)C.[Na+].[C:15]([O:19][C:20](=[O:27])[NH:21][C:22]([CH3:26])([CH3:25])[CH:23]=O)([CH3:18])([CH3:17])[CH3:16].[F:28][C:29]1[CH:30]=[CH:31][C:32]([CH3:36])=[C:33]([CH:35]=1)[NH2:34].C(O)(=O)C.C(=O)(O)[O-].[Na+]>C(Cl)Cl>[C:15]([O:19][C:20](=[O:27])[NH:21][C:22]([CH3:26])([CH3:25])[CH2:23][NH:34][C:33]1[CH:35]=[C:29]([F:28])[CH:30]=[CH:31][C:32]=1[CH3:36])([CH3:18])([CH3:17])[CH3:16] |f:0.1,5.6|. Reported procedure: 6.9 g of sodium triacetoxyborohydride (32.5 mmol) was added to a solution of 5.08 g of (1,1-dimethyl-2-oxoethyl)carbamic acid t-butyl ester obtained in Reference Example 3 (27.1 mmol), 5 g of 5-fluoro-2-methylaniline (27.1 mmol) and 1.55 ml of acetic acid (27.1 mmol) in methylene chloride (270 ml) under ice-cooling, and the mixture was stirred at room temperature for 16 hours. A saturated sodium bicarbonate aqueous solution was added to the reaction mixture, followed by extraction with methylene... Reactants: COC(CC1=NN=C2N1C1=C(C(=NC2)C2(C(C=CC=C2)Cl)Cl)C=CC=C1)=O (6-(o-dichlorophenyl)-4H-s-triazolo[4,3-a][1,4]benzodiazepine-1-acetic acid methyl ester), CNC (dimethylamine), CN(C=O)C (dimethyl formamide). The product is CN(C(CC1=NN=C2N1C1=C(C(=NC2)C2=C(C=CC=C2)Cl)C=CC=C1)=O)C (N,N-dimethyl-6-(o-chlorophenyl)-4H-s-triazolo[4,3-a][1,4]benzodiazepine-1-acetamide). As a reaction SMILES: COC(=O)[CH2:4][C:5]1[N:9]2[C:10]3[CH:26]=[CH:25][CH:24]=[CH:23][C:11]=3[C:12]([C:15]3(Cl)[CH:20]=[CH:19][CH:18]=[CH:17][CH:16]3[Cl:21])=[N:13][CH2:14][C:8]2=[N:7][N:6]=1.CNC.[CH3:31][N:32]([CH3:35])[CH:33]=[O:34]>>[CH3:31][N:32]([CH3:35])[C:33](=[O:34])[CH2:4][C:5]1[N:9]2[C:10]3[CH:26]=[CH:25][CH:24]=[CH:23][C:11]=3[C:12]([C:15]3[CH:20]=[CH:19][CH:18]=[CH:17][C:16]=3[Cl:21])=[N:13][CH2:14][C:8]2=[N:7][N:6]=1. Procedure details: In the manner given in Preparation 3, 6-(o-dichlorophenyl)-4H-s-triazolo[4,3-a][1,4]benzodiazepine-1-acetic acid methyl ester is reacted with dimethylamine in dimethyl formamide to give N,N-dimethyl-6-(o-chlorophenyl)-4H-s-triazolo[4,3-a][1,4]benzodiazepine-1-acetamide.